From a dataset of the Open Reaction Database (ORD), a public repository of structured organic reaction records. describe an organic reaction: reactants, conditions, products, and yield The reactants are CC(=O)Cl, CS(=O)(=O)c1ccc(C(=O)Nc2ccc(Cl)c(-c3ccccn3)c2)c(N)c1, c1ccncc1. The product is CC(=O)Nc1cc(S(C)(=O)=O)ccc1C(=O)Nc1ccc(Cl)c(-c2ccccn2)c1. As a reaction SMILES: [CH3:1][C:2]([Cl:3])=[O:4].[NH2:5][c:6]1[c:7]([C:8](=[O:9])[NH:10][c:11]2[cH:12][c:13](-[c:18]3[n:19][cH:20][cH:21][cH:22][cH:23]3)[c:14]([Cl:17])[cH:15][cH:16]2)[cH:24][cH:25][c:26]([S:28](=[O:29])(=[O:30])[CH3:31])[cH:27]1.[cH:32]1[cH:33][cH:34][n:35][cH:36][cH:37]1>>[CH3:1][C:2](=[O:4])[NH:5][c:6]1[c:7]([C:8](=[O:9])[NH:10][c:11]2[cH:12][c:13](-[c:18]3[n:19][cH:20][cH:21][cH:22][cH:23]3)[c:14]([Cl:17])[cH:15][cH:16]2)[cH:24][cH:25][c:26]([S:28](=[O:29])(=[O:30])[CH3:31])[cH:27]1. Starting materials: ClCCN1C(NC2=CC=CC=C2C1=O)=O (3-(2-chloroethyl)-2(1H), 4(3H)-quinazolinedione), NC1=CC(=C(C(=O)N[C@@H]2[C@@H](CNCC2)OC)C=C1Cl)OC (cis-4-amino-5-chloro-2-methoxy-N-(3-methoxy-4-piperidinyl)benzamide), C(O)([O-])=O.[Na+] (sodium hydrogen carbonate), [I-].[K+] (potassium iodide). Run in CC(CC(C)=O)C (4-methyl-2-pentanone), O (Water). The product is NC1=CC(=C(C(=O)N[C@@H]2[C@@H](CN(CC2)CCN2C(NC3=CC=CC=C3C2=O)=O)OC)C=C1Cl)OC (cis-4-amino-5-chloro-N-[1-[2-(1,4-dihydro-2,4-dioxo-3(2H)-quinazolinyl)ethyl]-3-methoxy-4-piperidinyl]-2-methoxybenzamide). Reaction SMILES: Cl[CH2:2][CH2:3][N:4]1[C:13](=[O:14])[C:12]2[C:7](=[CH:8][CH:9]=[CH:10][CH:11]=2)[NH:6][C:5]1=[O:15].[NH2:16][C:17]1[C:33]([Cl:34])=[CH:32][C:20]([C:21]([NH:23][C@H:24]2[CH2:29][CH2:28][NH:27][CH2:26][C@H:25]2[O:30][CH3:31])=[O:22])=[C:19]([O:35][CH3:36])[CH:18]=1.C(=O)([O-])O.[Na+].[I-].[K+]>O.CC(C)CC(=O)C>[NH2:16][C:17]1[C:33]([Cl:34])=[CH:32][C:20]([C:21]([NH:23][C@H:24]2[CH2:29][CH2:28][N:27]([CH2:2][CH2:3][N:4]3[C:13](=[O:14])[C:12]4[C:7](=[CH:8][CH:9]=[CH:10][CH:11]=4)[NH:6][C:5]3=[O:15])[CH2:26][C@H:25]2[O:30][CH3:31])=[O:22])=[C:19]([O:35][CH3:36])[CH:18]=1 |f:2.3,4.5|. Procedure: A mixture of 3.8 parts of 3-(2-chloroethyl)-2(1H), 4(3H)-quinazolinedione, 4.7 parts of cis-4-amino-5-chloro-2-methoxy-N-(3-methoxy-4-piperidinyl)benzamide, 1.7 parts of sodium hydrogen carbonate, 0.1 parts of potassium iodide and 160 parts of 4-methyl-2-pentanone was stirred and refluxed for 24 hours. Water was added to the reaction mixture. The precipitated product was filtered off and crystallized from N,N-dimethylformamide and a small amount of water, yielding 3.3 parts of cis-4-amino-5-chlo... Reaction SMILES: Br[C:2]1[CH:7]=[CH:6][C:5]([NH:8][C:9]2[S:10][C:11]3[CH:17]=[C:16]([F:18])[CH:15]=[CH:14][C:12]=3[N:13]=2)=[C:4]([F:19])[CH:3]=1.[F:20][C:21]1[CH:22]=[C:23](B(O)O)[CH:24]=[CH:25][C:26]=1[C:27]([O:29]C)=[O:28]>>[F:20][C:21]1[CH:22]=[C:23]([C:2]2[CH:7]=[CH:6][C:5]([NH:8][C:9]3[S:10][C:11]4[CH:17]=[C:16]([F:18])[CH:15]=[CH:14][C:12]=4[N:13]=3)=[C:4]([F:19])[CH:3]=2)[CH:24]=[CH:25][C:26]=1[C:27]([OH:29])=[O:28]. Reported procedure: As shown in Reaction Scheme 8, Intermediate VI-8 (3,3′-difluoro-4′-[(6-fluoro-1,3-benzothiazol-2-yl)amino]biphenyl-4-carboxylic acid) was prepared using a method similar to that employed in the preparation of Intermediate VI-1 using N-(4-bromo-2-fluorophenyl)-6-fluoro-1,3-benzothiazol-2-amine and commercially available [3-fluoro-4-(methoxycarbonyl)phenyl]boronic acid as starting materials. Reactants: BrC1=CC(=C(C=C1)NC=1SC2=C(N1)C=CC(=C2)F)F (N-(4-bromo-2-fluorophenyl)-6-fluoro-1,3-benzothiazol-2-amine), FC=1C=C(C=CC1C(=O)OC)B(O)O ([3-fluoro-4-(methoxycarbonyl)phenyl]boronic acid). Product: FC=1C=C(C=CC1C(=O)O)C1=CC(=C(C=C1)NC=1SC2=C(N1)C=CC(=C2)F)F (3,3′-difluoro-4′-[(6-fluoro-1,3-benzothiazol-2-yl)amino]biphenyl-4-carboxylic acid). Reactants: C(C)C=1C(=NC(=C(C#N)C1)C)OC (5-ethyl-6-methoxy-2-methylnicotinonitrile), C([O-])([O-])=O.[K+].[K+] (potassium carbonate), Cl.NO (hydroxylamine hydrochloride). Run in C(C)O (ethanol). Run at temperature 90 celsius. Yields the product C(C)C=1C(=NC(=C(C(=N)NO)C1)C)OC (5-Ethyl-N-hydroxy-6-methoxy-2-methylnicotinamidine). As a reaction SMILES: [CH2:1]([C:3]1[C:4]([O:12][CH3:13])=[N:5][C:6]([CH3:11])=[C:7]([CH:10]=1)[C:8]#[N:9])[CH3:2].C(=O)([O-])[O-].[K+].[K+].Cl.[NH2:21][OH:22]>C(O)C>[CH2:1]([C:3]1[C:4]([O:12][CH3:13])=[N:5][C:6]([CH3:11])=[C:7]([CH:10]=1)[C:8]([NH:21][OH:22])=[NH:9])[CH3:2] |f:1.2.3,4.5|. Procedure: To a mixture of 5-ethyl-6-methoxy-2-methylnicotinonitrile (300 mg, 1.705 mmol), potassium carbonate (1.174 g, 8.51 mmol) and hydroxylamine hydrochloride (591 mg, 8.50 mmol) is added absolute ethanol (15 mL). The reaction mixture is heated at 90° C. under a reflux condenser for 22 hr. LC/MS shows the reaction is incomplete, and 2 products are observed, one consistent with the desired compound and the other consistent with the corresponding primary nicotinamide. More potassium carbonate (1.174 g, ... Reactants: CCCC(=O)O, CCCCc1nc2c(C)ccc(O)c2n1Cc1ccc(-c2ccccc2C(=O)[O-])cc1, [Cl-], c1ccncc1. The product is CCCCc1nc2c(C)ccc(OC(=O)CCC)c2n1Cc1ccc(-c2ccccc2C(=O)O)cc1. RXN SMILES: [C:33]([CH2:34][CH2:35][CH3:36])(=[O:37])[OH:38].[CH2:1]([CH2:2][CH2:3][CH3:4])[c:5]1[n:6][c:7]2[c:8]([n:9]1[CH2:10][c:11]1[cH:12][cH:13][c:14](-[c:17]3[c:18]([C:23](=[O:24])[O-:25])[cH:19][cH:20][cH:21][cH:22]3)[cH:15][cH:16]1)[c:26]([OH:31])[cH:27][cH:28][c:29]2[CH3:30].[Cl-:32].[cH:39]1[cH:40][cH:41][n:42][cH:43][cH:44]1>>[CH2:1]([CH2:2][CH2:3][CH3:4])[c:5]1[n:6][c:7]2[c:8]([n:9]1[CH2:10][c:11]1[cH:12][cH:13][c:14](-[c:17]3[c:18]([C:23](=[O:24])[OH:25])[cH:19][cH:20][cH:21][cH:22]3)[cH:15][cH:16]1)[c:26]([O:31][C:33]([CH2:34][CH2:35][CH3:36])=[O:37])[cH:27][cH:28][c:29]2[CH3:30]. The reactants are O=C(NC1CC1)c1ccc(Br)nc1, CC(c1ccc(B2OC(C)(C)C(C)(C)O2)cc1)N1CCC(CC(C)(C)O)(c2ccccc2)OC1=O. Yields the product CC(c1ccc(-c2ccc(C(=O)NC3CC3)cn2)cc1)N1CCC(CC(C)(C)O)(c2ccccc2)OC1=O. RXN SMILES: [Br:36][c:37]1[n:38][cH:39][c:40]([C:41](=[O:42])[NH:43][CH:44]2[CH2:45][CH2:46]2)[cH:47][cH:48]1.[OH:1][C:2]([CH2:3][C:4]1([c:28]2[cH:29][cH:30][cH:31][cH:32][cH:33]2)[CH2:5][CH2:6][N:7]([CH:11]([CH3:12])[c:13]2[cH:14][cH:15][c:16]([B:19]3[O:20][C:21]([CH3:22])([CH3:23])[C:24]([CH3:25])([CH3:26])[O:27]3)[cH:17][cH:18]2)[C:8](=[O:10])[O:9]1)([CH3:34])[CH3:35]>>[OH:1][C:2]([CH2:3][C:4]1([c:28]2[cH:29][cH:30][cH:31][cH:32][cH:33]2)[CH2:5][CH2:6][N:7]([CH:11]([CH3:12])[c:13]2[cH:14][cH:15][c:16](-[c:37]3[n:38][cH:39][c:40]([C:41](=[O:42])[NH:43][CH:44]4[CH2:45][CH2:46]4)[cH:47][cH:48]3)[cH:17][cH:18]2)[C:8](=[O:10])[O:9]1)([CH3:34])[CH3:35]. The reactants are NC1=NC(=CC(=N1)N)N (2,4,6-triaminopyrimidine), C(C)(=O)O (acetic acid), N(=O)[O-].[Na+] (sodium nitrite). Product: NC1=NC(=C(C(=N1)N)N=O)N (2,4,6-triamino-5-nitrosopyrimidine). Run in O (water). Procedure: 2,4,6-triamino-5-nitrosopyrimidine was prepared by dissolving 1.0 mole of 2,4,6-triaminopyrimidine in 1040 ml of water and 1.5 moles of acetic acid, maintaining the temperature in the range of about 0°-16° C. Then 1.0 mole of sodium nitrite was added to the reaction mixture while controlling the reaction temperature in the range of 0°-20° C. RXN SMILES: [NH2:1][C:2]1[N:7]=[C:6]([NH2:8])[CH:5]=[C:4]([NH2:9])[N:3]=1.C(O)(=O)C.[N:14]([O-])=[O:15].[Na+]>O>[NH2:1][C:2]1[N:7]=[C:6]([NH2:8])[C:5]([N:14]=[O:15])=[C:4]([NH2:9])[N:3]=1 |f:2.3|. Reactants: [Cl-].[NH4+] (ammonium chloride), C(C)(=O)NC1C(C=C(OC1C(C(COC(C)=O)OC(C)=O)OC(C)=O)C(=O)OC)N=[N+]=[N-] (methyl 5-acetamido-4-azido-6-(1,2,3-triacetoxypropyl)-5,6-dihydro-4H-pyran-2-carboxylate), O (water). The reagents and catalysts are [Zn] (zinc). Solvent: denatured alcohol, C(Cl)Cl (methylene dichloride). The product is C(C)(=O)NC1C(C=C(OC1C(C(COC(C)=O)OC(C)=O)OC(C)=O)C(=O)OC)N (methyl 5-acetamido-4-amino-6-(1,2,3-triacetoxypropyl)-5,6-dihydro-4H-pyran-2-carboxylate). Isolated yield 100.3%. Reaction SMILES: [C:1]([NH:4][CH:5]1[CH:10]([CH:11]([O:22][C:23](=[O:25])[CH3:24])[CH:12]([O:18][C:19](=[O:21])[CH3:20])[CH2:13][O:14][C:15](=[O:17])[CH3:16])[O:9][C:8]([C:26]([O:28][CH3:29])=[O:27])=[CH:7][CH:6]1[N:30]=[N+]=[N-])(=[O:3])[CH3:2].O.[Cl-].[NH4+]>C(Cl)Cl.[Zn]>[C:1]([NH:4][CH:5]1[CH:10]([CH:11]([O:22][C:23](=[O:25])[CH3:24])[CH:12]([O:18][C:19](=[O:21])[CH3:20])[CH2:13][O:14][C:15](=[O:17])[CH3:16])[O:9][C:8]([C:26]([O:28][CH3:29])=[O:27])=[CH:7][CH:6]1[NH2:30])(=[O:3])[CH3:2] |f:2.3|. Reported procedure: To a reaction vessel, 55 g of methyl 5-acetamido-4-azido-6-(1,2,3-triacetoxypropyl)-5,6-dihydro-4H-pyran-2-carboxylate, 500 ml of denatured alcohol and 100 ml of water was added under stirring at room temperature. To the reaction mass 14 g ammonium chloride and 18 g zinc dust was added. The reaction mixture was stirred at 20° C.-30° C. for 30 minutes. On completion of reaction, the reaction mass was cooled to 10° C. and then filtered through hyflo. The filtrate was concentrated under vacuum to o... The product is OC1=C2N(C(=NC1=O)CC1=NC=CC=C1C1=CC=CC=C1)CCN(C2=O)C(C)C (9-Hydroxy-2-isopropyl-6-(3-phenyl-pyridin-2-ylmethyl)-3,4-dihydro-2H-pyrazino[1,2-c]pyrimidine-1,8-dione). Isolated yield 43.9%. RXN SMILES: C([O:8][C:9]1[C:14](=[O:15])[N:13]=[C:12]([CH2:16][C:17]2[C:22]([C:23]3[CH:28]=[CH:27][CH:26]=[CH:25][CH:24]=3)=[CH:21][CH:20]=[CH:19][N:18]=2)[N:11]2[CH2:29][CH2:30][N:31]([CH:34]([CH3:36])[CH3:35])[C:32](=[O:33])[C:10]=12)C1C=CC=CC=1.OC1C(=O)N=C(CC2(C3C=CC(C(F)(F)F)=CC=3)CCCC2)N2CCN(C(C)C)C(=O)C=12>>[OH:8][C:9]1[C:14](=[O:15])[N:13]=[C:12]([CH2:16][C:17]2[C:22]([C:23]3[CH:28]=[CH:27][CH:26]=[CH:25][CH:24]=3)=[CH:21][CH:20]=[CH:19][N:18]=2)[N:11]2[CH2:29][CH2:30][N:31]([CH:34]([CH3:36])[CH3:35])[C:32](=[O:33])[C:10]=12. Reactants: C(C1=CC=CC=C1)OC1=C2N(C(=NC1=O)CC1=NC=CC=C1C1=CC=CC=C1)CCN(C2=O)C(C)C (9-benzyloxy-2-isopropyl-6-(3-phenyl-pyridin-2-ylmethyl)-3,4-dihydro-2H-pyrazino[1,2-c]pyrimidine-1,8-dione), OC1=C2N(C(=NC1=O)CC1(CCCC1)C1=CC=C(C=C1)C(F)(F)F)CCN(C2=O)C(C)C (9-hydroxy-2-isopropyl-6-[1-(4-trifluoromethyl-phenyl)-cyclopentylmethyl]-3,4-dihydro-2H-pyrazino[1,2-c]pyrimidine-1,8-dione). Reported procedure: 9-Hydroxy-2-isopropyl-6-(3-phenyl-pyridin-2-ylmethyl)-3,4-dihydro-2H-pyrazino[1,2-c]pyrimidine-1,8-dione (168) (12 mg, 40.98%) as a light yellow solid was synthesized from 9-benzyloxy-2-isopropyl-6-(3-phenyl-pyridin-2-ylmethyl)-3,4-dihydro-2H-pyrazino[1,2-c]pyrimidine-1,8-dione (167) (36 mg, 0.07 mmol) following the procedure as described for 9-hydroxy-2-isopropyl-6-[1-(4-trifluoromethyl-phenyl)-cyclopentylmethyl]-3,4-dihydro-2H-pyrazino[1,2-c]pyrimidine-1,8-dione (168).